Dataset: the Open Reaction Database (ORD), a public repository of structured organic reaction records. Task: describe an organic reaction: reactants, conditions, products, and yield The reactants are COC(COC1=CC2=CC=C(C=C2C=C1)C=1OC2=C(C1C(C1=CC=CC=C1)=O)C=CC=C2)=O ({[6-(3-benzoyl-1-benzofuran-2-yl)-2-naphthyl]oxy}acetic acid methyl ester), [OH-].[K+] (KOH). The solvent is C1CCOC1.CO (THF MeOH). Run at time 0.25 hour. Product: C(C1=CC=CC=C1)(=O)C1=C(OC2=C1C=CC=C2)C=2C=C1C=CC(=CC1=CC2)OCC(=O)O ({[6-(3-Benzoyl-1-benzofuran-2-yl)-2-naphthyl]oxy}acetic acid). Yield: 93.7%. Reaction SMILES: C[O:2][C:3](=[O:33])[CH2:4][O:5][C:6]1[CH:15]=[CH:14][C:13]2[C:8](=[CH:9][CH:10]=[C:11]([C:16]3[O:17][C:18]4[CH:32]=[CH:31][CH:30]=[CH:29][C:19]=4[C:20]=3[C:21](=[O:28])[C:22]3[CH:27]=[CH:26][CH:25]=[CH:24][CH:23]=3)[CH:12]=2)[CH:7]=1.[OH-].[K+]>C1COCC1.CO>[C:21]([C:20]1[C:19]2[CH:29]=[CH:30][CH:31]=[CH:32][C:18]=2[O:17][C:16]=1[C:11]1[CH:12]=[C:13]2[C:8](=[CH:9][CH:10]=1)[CH:7]=[C:6]([O:5][CH2:4][C:3]([OH:33])=[O:2])[CH:15]=[CH:14]2)(=[O:28])[C:22]1[CH:23]=[CH:24][CH:25]=[CH:26][CH:27]=1 |f:1.2,3.4|. Procedure details: To a stirred solution of {[6-(3-benzoyl-1-benzofuran-2-yl)-2-naphthyl]oxy}acetic acid methyl ester (0.128 g, 0.293 mmol) in THF:MeOH (3:2, 10 mL) at 0° C. was added 1 N KOH (0.879 mL, 0.879 mmol) dropwise. The reaction was stirred at this temperature for 0.25 h and then warmed to room temperature for 1 h. After concentration, the residue was diluted with H2O, and this mixture was acidified to pH 1 with 2 N HCl. After stirring at room temperature for 3 h, the solid was filtered and washed with ex... Starting materials: IC1=CC=C(C=C1)C1=CC=C(C=C1)I (4,4′-diiodobiphenyl), CN(C)C=O (DMF), poly(ethylene glycol) PEG-6000, C([O-])([O-])=O.[K+].[K+] (potassium carbonate), C1(=CC=CC=C1)NC1=CC2=CC=CC=C2C=C1 (N-phenyl-2-naphthylamine). Reagents/catalysts: [Cu] (copper). Run in O (water). Product: C1=CC=C(C=C1)N(C2=CC=C(C=C2)C3=CC=C(C=C3)N(C4=CC=CC=C4)C5=CC6=CC=CC=C6C=C5)C7=CC8=CC=CC=C8C=C7 (beta-NPD). Yield: 72.4%. As a reaction SMILES: I[C:2]1[CH:7]=[CH:6][C:5]([C:8]2[CH:13]=[CH:12][C:11](I)=[CH:10][CH:9]=2)=[CH:4][CH:3]=1.C(=O)([O-])[O-].[K+].[K+].[C:21]1([NH:27][C:28]2[CH:37]=[CH:36][C:35]3[C:30](=[CH:31][CH:32]=[CH:33][CH:34]=3)[CH:29]=2)[CH:26]=[CH:25][CH:24]=[CH:23][CH:22]=1.[CH3:38][N:39]([CH:41]=O)C>[Cu].O>[CH:24]1[CH:25]=[CH:26][C:21]([N:27]([C:28]2[CH:37]=[CH:36][C:35]3[C:30](=[CH:31][CH:32]=[CH:33][CH:34]=3)[CH:29]=2)[C:2]2[CH:7]=[CH:6][C:5]([C:8]3[CH:13]=[CH:12][C:11]([N:39]([C:41]4[CH:32]=[CH:31][C:30]5[C:35](=[CH:36][CH:37]=[CH:28][CH:29]=5)[CH:34]=4)[C:38]4[CH:23]=[CH:22][CH:21]=[CH:26][CH:25]=4)=[CH:10][CH:9]=3)=[CH:4][CH:3]=2)=[CH:22][CH:23]=1 |f:1.2.3|. Reported procedure: 25.1 g (61.5 mmol) of 4,4′-diiodobiphenyl, 2.14 g of poly(ethylene glycol) PEG-6000 that was available from Wako Pure Chemical Industries, Ltd., 17.1 g (0.124 mol) of potassium carbonate and 15.7 g (247 mmol) of powdered copper were added to 32.4 g (148 mmol) of N-phenyl-2-naphthylamine. It was heated at 200 degrees Centigrade. It was determined for tracing by the high-speed liquid chromatography. And it was stirred and refluxed for 12 hours until no peaks of starting materials and intermediates... The reactants are Br.C[C@@H]1NCCC1 ((2S)-2-Methylpyrrolidine hydrobromide), CS(=O)(=O)OCCC=1OC2=C(C1)C=C(C=C2)C2=CC=C(C=C2)C#N (2-[5-(4-cyanophenyl)-1-benzofuran-2-yl]ethyl methanesulfonate). Product: C[C@@H]1N(CCC1)CCC=1OC2=C(C1)C=C(C=C2)C2=CC=C(C#N)C=C2 (4-(2-{2-[(2S)-2-methylpyrrolidinyl]ethyl}-1-benzofuran-5-yl)benzonitrile). Reaction SMILES: Br.[CH3:2][C@H:3]1[CH2:7][CH2:6][CH2:5][NH:4]1.CS(O[CH2:13][CH2:14][C:15]1[O:16][C:17]2[CH:23]=[CH:22][C:21]([C:24]3[CH:29]=[CH:28][C:27]([C:30]#[N:31])=[CH:26][CH:25]=3)=[CH:20][C:18]=2[CH:19]=1)(=O)=O>>[CH3:2][C@H:3]1[CH2:7][CH2:6][CH2:5][N:4]1[CH2:13][CH2:14][C:15]1[O:16][C:17]2[CH:23]=[CH:22][C:21]([C:24]3[CH:29]=[CH:28][C:27]([C:30]#[N:31])=[CH:26][CH:25]=3)=[CH:20][C:18]=2[CH:19]=1 |f:0.1|. Reported procedure: (2S)-2-Methylpyrrolidine hydrobromide and the product from Example 1C can be processed as described in Example 1D to provide the title compound. The reactants are COC(=O)c1ccc(Cl)c(OCCc2ccc(OC)cc2)c1, Cl, [Na+], C1COCCO1, [OH-], O. The product is COc1ccc(CCOc2cc(C(=O)O)ccc2Cl)cc1. RXN SMILES: [CH3:1][O:2][C:3]([c:4]1[cH:5][c:6]([O:11][CH2:12][CH2:13][c:14]2[cH:15][cH:16][c:17]([O:20][CH3:21])[cH:18][cH:19]2)[c:7]([Cl:10])[cH:8][cH:9]1)=[O:22].[ClH:26].[Na+:25].[O:27]1[CH2:28][CH2:29][O:30][CH2:31][CH2:32]1.[OH-:24].[OH2:23]>>[O:2]=[C:3]([c:4]1[cH:5][c:6]([O:11][CH2:12][CH2:13][c:14]2[cH:15][cH:16][c:17]([O:20][CH3:21])[cH:18][cH:19]2)[c:7]([Cl:10])[cH:8][cH:9]1)[OH:22]. Starting materials: N1=CC=C(C2=CC=CC=C12)C(=O)C=1N=CN(C1)C(C1=CC=CC=C1)(C1=CC=CC=C1)C1=CC=CC=C1 (quinolin-4-yl-(1-trityl-1H-imidazol-4-yl)-methanone), C[Mg+].[Br-] (MeMgBr), solution. The solvent is C1CCOC1 (THF), CCOCC (Et2O). The product is N.CO (NH3 MeOH), N1=CC=C(C2=CC=CC=C12)C(C)(O)C=1N=CN(C1)C(C1=CC=CC=C1)(C1=CC=CC=C1)C1=CC=CC=C1 (1-quinolin-4-yl-1-(1-trityl-1H-imidazol-4-yl)-ethanol). Isolated yield 5.0%. Reaction SMILES: [N:1]1[C:10]2[C:5](=[CH:6][CH:7]=[CH:8][CH:9]=2)[C:4]([C:11]([C:13]2[N:14]=[CH:15][N:16]([C:18]([C:31]3[CH:36]=[CH:35][CH:34]=[CH:33][CH:32]=3)([C:25]3[CH:30]=[CH:29][CH:28]=[CH:27][CH:26]=3)[C:19]3[CH:24]=[CH:23][CH:22]=[CH:21][CH:20]=3)[CH:17]=2)=[O:12])=[CH:3][CH:2]=1.[CH3:37][Mg+].[Br-]>C1COCC1.CCOCC>[NH3:1].[CH3:11][OH:12].[N:1]1[C:10]2[C:5](=[CH:6][CH:7]=[CH:8][CH:9]=2)[C:4]([C:11]([C:13]2[N:14]=[CH:15][N:16]([C:18]([C:31]3[CH:32]=[CH:33][CH:34]=[CH:35][CH:36]=3)([C:25]3[CH:26]=[CH:27][CH:28]=[CH:29][CH:30]=3)[C:19]3[CH:24]=[CH:23][CH:22]=[CH:21][CH:20]=3)[CH:17]=2)([OH:12])[CH3:37])=[CH:3][CH:2]=1 |f:1.2,5.6|. Reported procedure: A solution of quinolin-4-yl-(1-trityl-1H-imidazol-4-yl)-methanone (Intermediate G2) (13.1 mmol) in THF (100 mL) at 0° C. was treated with MeMgBr (9.0 mL, 27 mmol of a 3M solution in Et2O) for 45 m. The mixture was quenched with a sat. solution of NH4Cl and water. The layers were separated and the organic layer dried over MgSO4. The suspension was filtered and evaporated to dryness. The material was purified by chromatography on SiO2 with 50% EtOAc:hexane to 5% NH3-MeOH: dichloromethane to give 1... Yields the product O=C(O)CC(F)(Cl)C(F)(F)Br. Starting materials: OCCC(F)(Cl)C(F)(F)Br, ClCCl, CC(C)=O, CC(C)O. As a reaction SMILES: [Br:1][C:2]([C:3]([CH2:4][CH2:5][OH:6])([F:7])[Cl:8])([F:9])[F:10].[CH2:19]([Cl:20])[Cl:21].[CH3:15][C:16](=[O:17])[CH3:18].[CH:11]([CH3:12])([CH3:13])[OH:14]>>[Br:1][C:2]([C:3]([CH2:4][C:5](=[O:6])[OH:14])([F:7])[Cl:8])([F:9])[F:10]. The reactants are O.O.[Sn](Cl)Cl (Tin dichloride dihydrate), NC=1C(=CC(=C(C1)N1CC(CC1)C#N)Cl)[N+](=O)[O-] (1-(5-amino-2-chloro-4-nitro-phenyl)-pyrrolidine-3-carbonitrile). Run in CCOC(=O)C (EtOAc), CCOC(=O)C (EtOAc), O (water), N (ammonia). Yields the product NC1=CC(=C(C=C1N)N1CC(CC1)C#N)Cl (1-(4,5-Diamino-2-chloro-phenyl)-pyrrolidine-3-carbonitrile). Reaction SMILES: O.O.[Sn](Cl)Cl.[NH2:6][C:7]1[C:8]([N+:21]([O-])=O)=[CH:9][C:10]([Cl:20])=[C:11]([N:13]2[CH2:17][CH2:16][CH:15]([C:18]#[N:19])[CH2:14]2)[CH:12]=1>CCOC(C)=O.O.N>[NH2:21][C:8]1[C:7]([NH2:6])=[CH:12][C:11]([N:13]2[CH2:17][CH2:16][CH:15]([C:18]#[N:19])[CH2:14]2)=[C:10]([Cl:20])[CH:9]=1 |f:0.1.2|. Procedure: Tin dichloride dihydrate (410 mg, 1.8 mmol) was added to 1-(5-amino-2-chloro-4-nitro-phenyl)-pyrrolidine-3-carbonitrile (100 mg, 0.4 mmol) in EtOAc (5 mL). The reaction mixture was stirred at reflux for 1.5 h, cooled, diluted with EtOAc and water and basified with conc. ammonia. The mixture was filtered through a pad of celite. The organic layer was dried over Na2SO4 and concentrated to give the sub-title compound. Reactants: FC1=CC=C(C=C1)C1=NOC(=C1CNC=1C=C(NN1)C(=O)O)C (5-{[3-(4-fluoro-phenyl)-5-methyl-isoxazol-4-ylmethyl]-amino}-2H-pyrazole-3-carboxylic acid), C(C)N (ethylamine). Product: C(C)NC(=O)C=1NN=C(C1)NCC=1C(=NOC1C)C1=CC=C(C=C1)F (5-{[3-(4-Fluoro-phenyl)-5-methyl-isoxazol-4-ylmethyl]-amino}-2H-pyrazole-3-carboxylic acid ethylamide). Yield: 41.0%. Reaction SMILES: [F:1][C:2]1[CH:7]=[CH:6][C:5]([C:8]2[C:12]([CH2:13][NH:14][C:15]3[CH:16]=[C:17]([C:20]([OH:22])=O)[NH:18][N:19]=3)=[C:11]([CH3:23])[O:10][N:9]=2)=[CH:4][CH:3]=1.[CH2:24]([NH2:26])[CH3:25]>>[CH2:24]([NH:26][C:20]([C:17]1[NH:18][N:19]=[C:15]([NH:14][CH2:13][C:12]2[C:8]([C:5]3[CH:4]=[CH:3][C:2]([F:1])=[CH:7][CH:6]=3)=[N:9][O:10][C:11]=2[CH3:23])[CH:16]=1)=[O:22])[CH3:25]. Procedure: As described for example 152, 5-{[3-(4-fluoro-phenyl)-5-methyl-isoxazol-4-ylmethyl]-amino}-2H-pyrazole-3-carboxylic acid was converted, using ethylamine instead of 2-hydroxy-2-methypropylamine, to the title compound (14 mg, 41%) which was obtained as an off white solid. MS: m/e=344.2 [M+H]+.